From a dataset of the Open Reaction Database (ORD), a public repository of structured organic reaction records. describe an organic reaction: reactants, conditions, products, and yield Reactants: COc1cc2c(cc1C=O)N(C)C(=O)CC2, NC1C2CCN(CC2)C1C(c1ccccc1)c1ccccc1. Yields the product COc1cc2c(cc1CNC1C3CCN(CC3)C1C(c1ccccc1)c1ccccc1)N(C)C(=O)CC2. As a reaction SMILES: [CH3:1][O:2][c:3]1[cH:4][c:5]2[c:10]([cH:11][c:12]1[CH:13]=[O:14])[N:9]([CH3:15])[C:8](=[O:16])[CH2:7][CH2:6]2.[NH2:17][CH:18]1[CH:19]([CH:26]([c:27]2[cH:28][cH:29][cH:30][cH:31][cH:32]2)[c:33]2[cH:34][cH:35][cH:36][cH:37][cH:38]2)[N:20]2[CH2:21][CH2:22][CH:23]1[CH2:24][CH2:25]2>>[CH3:1][O:2][c:3]1[cH:4][c:5]2[c:10]([cH:11][c:12]1[CH2:13][NH:17][CH:18]1[CH:19]([CH:26]([c:27]3[cH:28][cH:29][cH:30][cH:31][cH:32]3)[c:33]3[cH:34][cH:35][cH:36][cH:37][cH:38]3)[N:20]3[CH2:21][CH2:22][CH:23]1[CH2:24][CH2:25]3)[N:9]([CH3:15])[C:8](=[O:16])[CH2:7][CH2:6]2. Starting materials: CC1=C(C(=O)OCC)C(=CC=C1)OC (Ethyl 2-methyl-6-(methyloxy)benzoate), [H-].[Al+3].[Li+].[H-].[H-].[H-] (lithium aluminium hydride), solution, O (water). Solvent: C1CCOC1 (THF), C1CCOC1 (THF), C1CCOC1 (THF), C(C)O (ethanol). The product is CC1=C(C(=CC=C1)OC)CO ([2-Methyl-6-(methyloxy)phenyl]methanol). Yield: 97.9%. RXN SMILES: [H-].[Al+3].[Li+].[H-].[H-].[H-].[CH3:7][C:8]1[CH:18]=[CH:17][CH:16]=[C:15]([O:19][CH3:20])[C:9]=1[C:10](OCC)=[O:11].O>C1COCC1.C(O)C>[CH3:7][C:8]1[CH:18]=[CH:17][CH:16]=[C:15]([O:19][CH3:20])[C:9]=1[CH2:10][OH:11] |f:0.1.2.3.4.5|. Procedure: To a solution of 1.0 M lithium aluminium hydride in anhydrous THF (3.6 ml, 3.6 mmol), under nitrogen, was added anhydrous THF (12 ml). Ethyl 2-methyl-6-(methyloxy)benzoate (1 g, 5.2 mmol, ABCR) in anhydrous THF (2 ml) was then added over 5 min with stirring. The solution was stirred for 15 min and then heated at gentle reflux for 100 min. The solution was allowed to cool. A 5% solution of water in ethanol was added dropwise. The solvent was removed in vacuo and acidified using 1 to 2M aqueous HC... Starting materials: C(C1=CC=CC=C1)N1C2CC(CC1CC2)NC2=C(C=CC=C2)[N+](=O)[O-] (8-benzyl-N-(2-nitrophenyl)-8-azabicyclo[3.2.1]octan-3-amine). Reagents/catalysts: [Pd] (Pd/C). Solvent: CCOC(=O)C (EtOAc), CO (Methanol). Conditions: time 3.5 hour. The product is C(C1=CC=CC=C1)N1C2CC(CC1CC2)NC=2C(=CC=CC2)N (N-(8-Benzyl-8-azabicyclo[3.2.1]oct-3-yl)benzene-1,2-diamine). Yield: 79.2%. Reaction SMILES: [CH2:1]([N:8]1[CH:13]2[CH2:14][CH2:15][CH:9]1[CH2:10][CH:11]([NH:16][C:17]1[CH:22]=[CH:21][CH:20]=[CH:19][C:18]=1[N+:23]([O-])=O)[CH2:12]2)[C:2]1[CH:7]=[CH:6][CH:5]=[CH:4][CH:3]=1>CCOC(C)=O.CO.[Pd]>[CH2:1]([N:8]1[CH:9]2[CH2:15][CH2:14][CH:13]1[CH2:12][CH:11]([NH:16][C:17]1[C:18]([NH2:23])=[CH:19][CH:20]=[CH:21][CH:22]=1)[CH2:10]2)[C:2]1[CH:3]=[CH:4][CH:5]=[CH:6][CH:7]=1. Reported procedure: 2.92 g (9.04 mmol) 8-benzyl-N-(2-nitrophenyl)-8-azabicyclo[3.2.1]octan-3-amine was dissolved in 150 ml EtOAc and 25 ml Methanol. 1 g Pd/C was then added and the mixture was stirred at 1 atm H2 for 3.5 hrs. Yellow color disappeared and the reaction mixture was filtered through celite. The solvent was removed to afford 2.2 g of desired solid.